From a dataset of the Open Reaction Database (ORD), a public repository of structured organic reaction records. describe an organic reaction: reactants, conditions, products, and yield Reactants: N1C=CC=2C(=CC=CC12)O (1H-indole-4-ol), N1(CCOCC1)CCO (2-morpholin-4-ylethanol), FC1=CC=C(C=C1)[N+](=O)[O-] (4-fluoronitrobenzene), ClC1=C(C=C(C=C1)N=C=O)C(F)(F)F (4-chloro-3-(trifluoromethyl)phenyl isocyanate). Yields the product ClC1=C(C=C(C=C1)NC(=O)NC1=CC=C(C=C1)N1C=CC2=C(C=CC=C12)OCCN1CCOCC1)C(F)(F)F (1-(4-Chloro-3-(trifluoromethyl)phenyl)-3-{4-[4-(2-morpholin-4-yl-ethoxy)indol-1-yl]phenyl}urea). Reaction SMILES: [NH:1]1[C:9]2[CH:8]=[CH:7][CH:6]=[C:5]([OH:10])[C:4]=2[CH:3]=[CH:2]1.[N:11]1([CH2:17][CH2:18]O)[CH2:16][CH2:15][O:14][CH2:13][CH2:12]1.F[C:21]1[CH:26]=[CH:25][C:24]([N+:27]([O-])=O)=[CH:23][CH:22]=1.[Cl:30][C:31]1[CH:36]=[CH:35][C:34]([N:37]=[C:38]=[O:39])=[CH:33][C:32]=1[C:40]([F:43])([F:42])[F:41]>>[Cl:30][C:31]1[CH:36]=[CH:35][C:34]([NH:37][C:38]([NH:27][C:24]2[CH:25]=[CH:26][C:21]([N:1]3[C:9]4[C:4](=[C:5]([O:10][CH2:18][CH2:17][N:11]5[CH2:12][CH2:13][O:14][CH2:15][CH2:16]5)[CH:6]=[CH:7][CH:8]=4)[CH:3]=[CH:2]3)=[CH:22][CH:23]=2)=[O:39])=[CH:33][C:32]=1[C:40]([F:41])([F:42])[F:43]. Procedure details: The title compound can be synthesized from 1H-indole-4-ol, 2-morpholin-4-ylethanol, 4-fluoronitrobenzene and 4-chloro-3-(trifluoromethyl)phenyl isocyanate in the same manner as in Example 20. Reactants: OC(COC1=NC=NC2=CC=CC=C12)C1=CC=C(C=C1)C(C)(C)C (4-(2-hydroxy-2-(4-tert-butylphenyl) ethoxy) quinazoline), C1(=CC=C(C=C1)S(=O)(=O)Cl)C (p-Toluenesulfonyl chloride). Run in C(C)(=O)OCC (ethyl acetate), N1=CC=CC=C1 (pyridine). Run at time 4 hour. Product: C1(=CC=C(C=C1)S(=O)(=O)OC(COC1=NC=NC2=CC=CC=C12)C1=CC=C(C=C1)C(C)(C)C)C (4-(2-p-toluenesulfonyloxy-2-(4-tert-butylphenyl) ethoxy) quinazoline). Reaction SMILES: [OH:1][CH:2]([C:15]1[CH:20]=[CH:19][C:18]([C:21]([CH3:24])([CH3:23])[CH3:22])=[CH:17][CH:16]=1)[CH2:3][O:4][C:5]1[C:14]2[C:9](=[CH:10][CH:11]=[CH:12][CH:13]=2)[N:8]=[CH:7][N:6]=1.[C:25]1([CH3:35])[CH:30]=[CH:29][C:28]([S:31](Cl)(=[O:33])=[O:32])=[CH:27][CH:26]=1>N1C=CC=CC=1.C(OCC)(=O)C>[C:25]1([CH3:35])[CH:30]=[CH:29][C:28]([S:31]([O:1][CH:2]([C:15]2[CH:16]=[CH:17][C:18]([C:21]([CH3:24])([CH3:23])[CH3:22])=[CH:19][CH:20]=2)[CH2:3][O:4][C:5]2[C:14]3[C:9](=[CH:10][CH:11]=[CH:12][CH:13]=3)[N:8]=[CH:7][N:6]=2)(=[O:33])=[O:32])=[CH:27][CH:26]=1. Procedure details: A 15 ml round bottom flask is charged with 4-(2-hydroxy-2-(4-tert-butylphenyl) ethoxy) quinazoline (0.25 g, 0.77 mmol) is dissolved in pyridine (5 ml). p-Toluenesulfonyl chloride (0.15 g, 0.79 mmol) is then added to it and the mixture stirred for 4 hours. The reaction mixture is diluted with ethyl acetate, washed with 5% copper sulfate solution and then with water and dried. After removing the solvent on the rotary evaporator the crude is purified by flash chromatography using silica gel (ethyl ...